From a dataset of the Open Reaction Database (ORD), a public repository of structured organic reaction records. describe an organic reaction: reactants, conditions, products, and yield The reactants are ClC=1C(C(=C(C(C1Cl)=O)C#N)C#N)=O (2,3-dichloro-5,6-dicyanobenzoquinone), COC1=CC=C(C=C1)C1=NN2C(C=3C=CC=CC3C2=O)C1 (2-(4-methoxyphenyl)-3,3a-dihydro-8-H-pyrazolo[5,1-a]isoindol-8-one), ClC=1C(C(=C(C(C1Cl)=O)C#N)C#N)=O (2,3-dichloro-5,6-dicyanobenzoquinone). Solvent: C1=CC=CC=C1 (benzene). Reaction conditions: time 1 hour. The product is COC1=CC=C(C=C1)C1=NN2C(C=3C=CC=CC3C2=O)=C1 (2-(4-methoxyphenyl)pyrazolo[5,1-a]isoindol-8-one). Yield: 89.4%. RXN SMILES: [CH3:1][O:2][C:3]1[CH:8]=[CH:7][C:6]([C:9]2[CH2:21][CH:12]3[C:13]4[CH:14]=[CH:15][CH:16]=[CH:17][C:18]=4[C:19](=[O:20])[N:11]3[N:10]=2)=[CH:5][CH:4]=1.ClC1C(=O)C(C#N)=C(C#N)C(=O)C=1Cl>C1C=CC=CC=1>[CH3:1][O:2][C:3]1[CH:4]=[CH:5][C:6]([C:9]2[CH:21]=[C:12]3[C:13]4[CH:14]=[CH:15][CH:16]=[CH:17][C:18]=4[C:19](=[O:20])[N:11]3[N:10]=2)=[CH:7][CH:8]=1. Reported procedure: A mixture of 62.00 g 2-(4-methoxyphenyl)-3,3a-dihydro-8-H-pyrazolo[5,1-a]isoindol-8-one, 1100 ml of benzene, and 27.2 g. of 2,3-dichloro-5,6-dicyanobenzoquinone was heated under reflux for 2 hours under nitrogen atmosphere. A further 27.2 g of 2,3-dichloro-5,6-dicyanobenzoquinone was added, and the heating was continued for a total of 8 hours. After cooling to 25°, the solid residue was filtered off, and the filtrate was evaporated to dryness under vacuum. The combined solids from the filter and... The reactants are Cl (Hydrogen chloride), FC1=C2C=3N(C(C=NC3C=C1)=O)CC2CN2CCC(CC2)NC(OC(C)(C)C)=O (1,1-dimethylethyl {1-[(7-fluoro-3-oxo-5,6-dihydro-3H-pyrrolo[1,2,3-de]quinoxalin-6-yl)methyl]-4-piperidinyl}carbamate). The solvent is O1CCOCC1 (1,4-dioxane), ClCCl (dichloromethane), CO (methanol), O (water). Run at time 1.5 hour. The product is NC1CCN(CC1)CC1CN2C(C=NC=3C=CC(=C1C23)F)=O (6-[(4-Amino-1-piperidinyl)methyl]-7-fluoro-5,6-dihydro-3H-pyrrolo[1,2,3-de]quinoxalin-3-one). Yield: 97.6%. RXN SMILES: [F:1][C:2]1[CH:11]=[CH:10][C:9]2[N:8]=[CH:7][C:6](=[O:12])[N:5]3[CH2:13][CH:14]([CH2:15][N:16]4[CH2:21][CH2:20][CH:19]([NH:22]C(=O)OC(C)(C)C)[CH2:18][CH2:17]4)[C:3]=1[C:4]=23.Cl>ClCCl.CO.O.O1CCOCC1>[NH2:22][CH:19]1[CH2:18][CH2:17][N:16]([CH2:15][CH:14]2[C:3]3[C:4]4[N:5]([C:6](=[O:12])[CH:7]=[N:8][C:9]=4[CH:10]=[CH:11][C:2]=3[F:1])[CH2:13]2)[CH2:21][CH2:20]1. Procedure: A solution of 1,1-dimethylethyl {1-[(7-fluoro-3-oxo-5,6-dihydro-3H-pyrrolo[1,2,3-de]quinoxalin-6-yl)methyl]-4-piperidinyl}carbamate (8.13 g, 20.2 mmol) in dichloromethane (150 ml) and methanol (100 ml) was cooled in iced water. Hydrogen chloride in 1,4-dioxane (4M, 160 ml) was added gradually, then the mixture was stirred for 1.5 h. The mixture was evaporated and the residue was triturated with ether and filtered off. The solid was partially dissolved in 25% methanol/dichloromethane (200 ml) and... Reactants: COc1cc(OC)nc(S(C)(=O)=O)n1, CN(C)C=O, CC(=O)O, [H-], [Na+], O, COC(=O)C(O)C(C)(F)c1cccs1. Yields the product COC(=O)C(Oc1nc(OC)cc(OC)n1)C(C)(F)c1cccs1. Reaction SMILES: [CH3:17][O:18][c:19]1[n:20][c:21]([S:27]([CH3:28])(=[O:29])=[O:30])[n:22][c:23]([O:25][CH3:26])[cH:24]1.[CH3:32][N:33]([CH3:34])[CH:35]=[O:36].[CH3:37][C:38](=[O:39])[OH:40].[H-:15].[Na+:16].[OH2:31].[s:1]1[c:2]([C:6]([CH:7]([C:8](=[O:9])[O:10][CH3:11])[OH:12])([CH3:13])[F:14])[cH:3][cH:4][cH:5]1>>[s:1]1[c:2]([C:6]([CH:7]([C:8](=[O:9])[O:10][CH3:11])[O:12][c:21]2[n:20][c:19]([O:18][CH3:17])[cH:24][c:23]([O:25][CH3:26])[n:22]2)([CH3:13])[F:14])[cH:3][cH:4][cH:5]1. The reactants are Cl.COC([C@H](N)CC(C)C)=O ((D)-leucine methyl ester hydrochloride), FC1=CC=C(C=O)C=C1 (4-fluorobenzaldehyde), CO (methanol), C(C)(C)(C)OC(=O)N[C@@H](C(=O)O)C1CC2=CC=CC=C2C1 ((2R)-[(tert-butoxycarbonyl)amino](2,3-dihydro-1H-inden-2-yl)ethanoic acid), C(C)(C)[N+]#[C-] (isopropylisocyanide). The solvent is C(C)N(CC)CC (triethylamine). Run at time 16 hour. The product is FC1=CC=C(C=C1)[C@H](C(=O)NC(C)C)N1C([C@H](NC([C@H]1CC(C)C)=O)C1CC2=CC=CC=C2C1)=O ((2R)-2-(4-fluorophenyl)-2-[(3R,6R)-3-(2,3-dihydro-1H-inden-2-yl)-6-isobutyl-2,5-dioxopiperazin-1-yl]-N-isopropylethanamide). Reaction SMILES: Cl.CO[C:4](=[O:11])[C@@H:5]([CH2:7][CH:8]([CH3:10])[CH3:9])[NH2:6].[F:12][C:13]1[CH:20]=[CH:19][C:16]([CH:17]=O)=[CH:15][CH:14]=1.C(OC([NH:28][C@H:29]([CH:33]1[CH2:41][C:40]2[C:35](=[CH:36][CH:37]=[CH:38][CH:39]=2)[CH2:34]1)[C:30]([OH:32])=O)=O)(C)(C)C.[CH:42]([N+:45]#[C-:46])([CH3:44])[CH3:43].C[OH:48]>C(N(CC)CC)C>[F:12][C:13]1[CH:20]=[CH:19][C:16]([C@@H:17]([N:6]2[C@H:5]([CH2:7][CH:8]([CH3:9])[CH3:10])[C:4](=[O:11])[NH:28][C@H:29]([CH:33]3[CH2:34][C:35]4[C:40](=[CH:39][CH:38]=[CH:37][CH:36]=4)[CH2:41]3)[C:30]2=[O:32])[C:46]([NH:45][CH:42]([CH3:44])[CH3:43])=[O:48])=[CH:15][CH:14]=1 |f:0.1|. Procedure: To a solution of (D)-leucine methyl ester hydrochloride (300 mg) in methanol (4 ml) was added triethylamine (230 μl) and 4-fluorobenzaldehyde (177 μl). The mixture was stirred for 2.5 hours before (2R)-[(tert-butoxycarbonyl)amino](2,3-dihydro-1H-inden-2-yl)ethanoic acid (481 mg) and isopropylisocyanide (225 μl) were sequentially added. After stirring for 16 hr, the solvent was removed in vacuo and the residue was dissolved in chloroform. This solution was washed with a saturated aqueous sodium c...